describe an organic reaction: reactants, conditions, products, and yield From a dataset of the Open Reaction Database (ORD), a public repository of structured organic reaction records. Starting materials: BrC(Br)(Br)Br, CCOC(C)=O, ClCCl, OCCCCCCCc1ccccc1, c1ccc(P(c2ccccc2)c2ccccc2)cc1. Yields the product BrCCCCCCCc1ccccc1. RXN SMILES: [Br:15][C:16]([Br:17])([Br:18])[Br:19].[CH3:39][CH2:40][O:41][C:42]([CH3:43])=[O:44].[Cl:45][CH2:46][Cl:47].[c:1]1([CH2:7][CH2:8][CH2:9][CH2:10][CH2:11][CH2:12][CH2:13][OH:14])[cH:2][cH:3][cH:4][cH:5][cH:6]1.[c:20]1([P:21]([c:22]2[cH:23][cH:24][cH:25][cH:26][cH:27]2)[c:28]2[cH:29][cH:30][cH:31][cH:32][cH:33]2)[cH:34][cH:35][cH:36][cH:37][cH:38]1>>[c:1]1([CH2:7][CH2:8][CH2:9][CH2:10][CH2:11][CH2:12][CH2:13][Br:15])[cH:2][cH:3][cH:4][cH:5][cH:6]1. The reactants are O=C([O-])O, C1CCOC1, Cc1ccccc1, [Na+], CC(C)OC(=O)N=NC(=O)OC(C)C, OCCCO, c1ccc(P(c2ccccc2)c2ccccc2)cc1, CC(C)CN(C(=O)c1nc2ccccc2[nH]1)C1CC(C(=O)N2CCOCC2)CN(C(=O)OC(C)(C)C)C1. Yields the product CC(C)CN(C(=O)c1nc2ccccc2n1CCCO)C1CC(C(=O)N2CCOCC2)CN(C(=O)OC(C)(C)C)C1. Reaction SMILES: [C:88](=[O:89])([OH:90])[O-:91].[CH2:83]1[O:84][CH2:85][CH2:86][CH2:87]1.[CH3:76][c:77]1[cH:78][cH:79][cH:80][cH:81][cH:82]1.[Na+:92].[O:62]=[C:63]([O:64][CH:65]([CH3:66])[CH3:67])[N:68]=[N:69][C:70]([O:71][CH:72]([CH3:73])[CH3:74])=[O:75].[OH:38][CH2:39][CH2:40][CH2:41][OH:42].[c:43]1([P:44]([c:45]2[cH:46][cH:47][cH:48][cH:49][cH:50]2)[c:51]2[cH:52][cH:53][cH:54][cH:55][cH:56]2)[cH:57][cH:58][cH:59][cH:60][cH:61]1.[nH:1]1[c:2]([C:10](=[O:11])[N:12]([CH:13]2[CH2:14][N:15]([C:27](=[O:28])[O:29][C:30]([CH3:31])([CH3:32])[CH3:33])[CH2:16][CH:17]([C:19](=[O:20])[N:21]3[CH2:22][CH2:23][O:24][CH2:25][CH2:26]3)[CH2:18]2)[CH2:34][CH:35]([CH3:36])[CH3:37])[n:3][c:4]2[c:5]1[cH:6][cH:7][cH:8][cH:9]2>>[n:1]1([CH2:41][CH2:40][CH2:39][OH:38])[c:2]([C:10](=[O:11])[N:12]([CH:13]2[CH2:14][N:15]([C:27](=[O:28])[O:29][C:30]([CH3:31])([CH3:32])[CH3:33])[CH2:16][CH:17]([C:19](=[O:20])[N:21]3[CH2:22][CH2:23][O:24][CH2:25][CH2:26]3)[CH2:18]2)[CH2:34][CH:35]([CH3:36])[CH3:37])[n:3][c:4]2[c:5]1[cH:6][cH:7][cH:8][cH:9]2. Reactants: O=C1c2ccccc2C(=O)N1CCCBr, CS(C)=O, [H-], [Na+], O, OCc1cccc(O)c1. Yields the product O=C1c2ccccc2C(=O)N1CCCOc1cccc(CO)c1. As a reaction SMILES: [Br:12][CH2:13][CH2:14][CH2:15][N:16]1[C:17](=[O:26])[c:18]2[c:19]([cH:22][cH:23][cH:24][cH:25]2)[C:20]1=[O:21].[CH3:28][S:29]([CH3:30])=[O:31].[H-:10].[Na+:11].[OH2:27].[OH:1][CH2:2][c:3]1[cH:4][cH:5][cH:6][c:7]([OH:8])[cH:9]1>>[OH:1][CH2:2][c:3]1[cH:4][cH:5][cH:6][c:7]([O:8][CH2:13][CH2:14][CH2:15][N:16]2[C:17](=[O:26])[c:18]3[c:19]([cH:22][cH:23][cH:24][cH:25]3)[C:20]2=[O:21])[cH:9]1.